Dataset: the Open Reaction Database (ORD), a public repository of structured organic reaction records. Task: describe an organic reaction: reactants, conditions, products, and yield The reactants are N1C=NC=C1 (imidazole), C(C=C)#N (acrylonitrile), desired intermediate. Run in O1CCCC1 (tetrahydrofuran). Yields the product N1(C=NC=C1)CCCN (1H-Imidazole-1-propanamine). RXN SMILES: [NH:1]1[CH:5]=[CH:4][N:3]=[CH:2]1.[C:6](#[N:9])[CH:7]=[CH2:8]>O1CCCC1>[N:1]1([CH2:8][CH2:7][CH2:6][NH2:9])[CH:5]=[CH:4][N:3]=[CH:2]1. Procedure details: A mixture of 41 g. of imidazole and 75 ml. of acrylonitrile was heated on a steam bath for 3 hours, then concentrated under reduced pressure to remove excess acrylonitrile. A 300 ml. portion of methanol was added to the residue together with 100 ml. of concentrated ammonium hydroxide and 8 g. of Raney nickel catalyst. This mixture was hydrogenated in a Parr apparatus until hydrogen uptake ceased and then filtered giving a light green liquid. A 300 ml. portion of tetrahydrofuran was added to this...